From a dataset of the Open Reaction Database (ORD), a public repository of structured organic reaction records. describe an organic reaction: reactants, conditions, products, and yield The reactants are C(C)(C)(C)OC(NC1(CC(C1)(C)O)C1=CC=C(C=C1)C(C(=CN(C)C)C1=CC=CC=C1)=O)=O ({1-[4-(3-Dimethylamino-2-phenyl-acryloyl)-phenyl]-3-hydroxy-3-methyl-cyclobutyl}-carbamic Acid Tert-butyl Ester), C1(=CC=CC=C1)C=1NC(=NN1)N (5-Phenyl-4H-[1,2,4]triazol-3-ylamine). Solvent: C(C)(=O)O (acetic acid), C(C)O (ethanol). Yields the product C(C)(C)(C)OC(NC1(CC(C1)(C)O)C1=CC=C(C=C1)C1=NC=2N(C=C1C1=CC=CC=C1)N=C(N2)C2=CC=CC=C2)=O ({1-[4-(2,6-Diphenyl-[1,2,4]triazolo[1,5-a]pyrimidin-5-yl)-phenyl]-3-hydroxy-3-methyl-cyclobutyl}-carbamic Acid Tert-butyl Ester). Reaction SMILES: [C:1]([O:5][C:6](=[O:33])[NH:7][C:8]1([C:14]2[CH:19]=[CH:18][C:17]([C:20](=O)[C:21]([C:26]3[CH:31]=[CH:30][CH:29]=[CH:28][CH:27]=3)=[CH:22]N(C)C)=[CH:16][CH:15]=2)[CH2:11][C:10]([OH:13])([CH3:12])[CH2:9]1)([CH3:4])([CH3:3])[CH3:2].[C:34]1([C:40]2[NH:41][C:42]([NH2:45])=[N:43][N:44]=2)[CH:39]=[CH:38][CH:37]=[CH:36][CH:35]=1>C(O)(=O)C.C(O)C>[C:1]([O:5][C:6](=[O:33])[NH:7][C:8]1([C:14]2[CH:15]=[CH:16][C:17]([C:20]3[C:21]([C:26]4[CH:31]=[CH:30][CH:29]=[CH:28][CH:27]=4)=[CH:22][N:43]4[N:44]=[C:40]([C:34]5[CH:35]=[CH:36][CH:37]=[CH:38][CH:39]=5)[N:41]=[C:42]4[N:45]=3)=[CH:18][CH:19]=2)[CH2:9][C:10]([OH:13])([CH3:12])[CH2:11]1)([CH3:2])([CH3:3])[CH3:4]. Reported procedure: A mixture of 2 (270 mg, 0.6 mmol) and 5-Phenyl-4H-[1,2,4]triazol-3-ylamine (96 mg, 0.6 mmol) in acetic acid (1 mL) and ethanol (4 mL) was heated under reflux for 6 hours. Starting materials: [Cl-].[NH4+] (ammonium chloride), C(C)(C)(C)OC(=O)N1C[C@H](OCC1)CC1=CC(=CC=C1)Br ((R)-2-(3-bromo-benzyl)-morpholine-4-carboxylic acid tert-butyl ester), CN(C=O)C (N,N-dimethylformamide), C(C)(C)(C)[Li] (tert-butyllithium). Solvent: C(C)OCC (diethyl ether). Conditions: time 15 minute. Yields the product C(C)(C)(C)OC(=O)N1C[C@H](OCC1)CC1=CC(=CC=C1)C=O ((R)-2-(3-Formyl-benzyl)-morpholine-4-carboxylic acid tert-butyl ester). The yield is 43.0%. Reaction SMILES: [C:1]([O:5][C:6]([N:8]1[CH2:13][CH2:12][O:11][C@H:10]([CH2:14][C:15]2[CH:20]=[CH:19][CH:18]=[C:17](Br)[CH:16]=2)[CH2:9]1)=[O:7])([CH3:4])([CH3:3])[CH3:2].C([Li])(C)(C)C.CN(C)[CH:29]=[O:30].[Cl-].[NH4+]>C(OCC)C>[C:1]([O:5][C:6]([N:8]1[CH2:13][CH2:12][O:11][C@H:10]([CH2:14][C:15]2[CH:20]=[CH:19][CH:18]=[C:17]([CH:29]=[O:30])[CH:16]=2)[CH2:9]1)=[O:7])([CH3:4])([CH3:3])[CH3:2] |f:3.4|. Procedure details: The solution of 1.3 g (3.6 mmol) (R)-2-(3-bromo-benzyl)-morpholine-4-carboxylic acid tert-butyl ester in 80 mL diethyl ether was cooled down to −100° C. and treated dropwise with 2.6 mL (3.9 mmol; 1.5M solution in n-pentane) tert-butyllithium. After 15 min. 0.31 mL (4.0 mmol) N,N-dimethylformamide were added and the reaction stirred for another 1.5 h. The solution was poured on 10% aqueous ammonium chloride solution and extracted with ethyl acetate. The organic layer was washed with brine, dried...